This data is from the Open Reaction Database (ORD), a public repository of structured organic reaction records. The task is: describe an organic reaction: reactants, conditions, products, and yield Reactants: COc1ccc(P2(=S)SP(=S)(c3ccc(OC)cc3)S2)cc1, O, c1ccncc1, COc1cc(COc2nn(-c3ccccc3)cc2C=CC(N)=O)ccc1OCc1nc(-c2ccco2)oc1C. Product: COc1cc(COc2nn(-c3ccccc3)cc2C=CC(N)=S)ccc1OCc1nc(-c2ccco2)oc1C. Reaction SMILES: [CH3:40][O:41][c:42]1[cH:43][cH:44][c:45]([P:46]2(=[S:49])[S:47][P:48]([c:50]3[cH:51][cH:52][c:53]([O:54][CH3:55])[cH:56][cH:57]3)(=[S:58])[S:59]2)[cH:60][cH:61]1.[OH2:68].[cH:62]1[cH:63][cH:64][n:65][cH:66][cH:67]1.[o:1]1[c:2](-[c:6]2[o:7][c:8]([CH3:39])[c:9]([CH2:11][O:12][c:13]3[c:14]([O:37][CH3:38])[cH:15][c:16]([CH2:17][O:18][c:19]4[n:20][n:21](-[c:29]5[cH:30][cH:31][cH:32][cH:33][cH:34]5)[cH:22][c:23]4[CH:24]=[CH:25][C:26](=[O:27])[NH2:28])[cH:35][cH:36]3)[n:10]2)[cH:3][cH:4][cH:5]1>>[o:1]1[c:2](-[c:6]2[o:7][c:8]([CH3:39])[c:9]([CH2:11][O:12][c:13]3[c:14]([O:37][CH3:38])[cH:15][c:16]([CH2:17][O:18][c:19]4[n:20][n:21](-[c:29]5[cH:30][cH:31][cH:32][cH:33][cH:34]5)[cH:22][c:23]4[CH:24]=[CH:25][C:26]([NH2:28])=[S:49])[cH:35][cH:36]3)[n:10]2)[cH:3][cH:4][cH:5]1. Starting materials: CS(=O)(=O)OCC12CC3CC(CC(C3)C1)C2, [H-], [Na+], CN(C)C=O, O=C1CC(=O)N(c2ccccc2)c2ccccc2N1. The product is O=C1CC(=O)N(c2ccccc2)c2ccccc2N1CC12CC3CC(CC(C3)C1)C2. Reaction SMILES: [CH3:22][S:23]([O:24][CH2:27][C:28]12[CH2:29][CH:30]3[CH2:31][CH:32]([CH2:33][CH:34]([CH2:35]1)[CH2:36]3)[CH2:37]2)(=[O:25])=[O:26].[H-:1].[Na+:2].[O:38]=[CH:39][N:40]([CH3:41])[CH3:42].[O:3]=[C:4]1[CH2:5][C:6](=[O:21])[N:7]([c:15]2[cH:16][cH:17][cH:18][cH:19][cH:20]2)[c:8]2[c:9]([cH:11][cH:12][cH:13][cH:14]2)[NH:10]1>>[O:3]=[C:4]1[CH2:5][C:6](=[O:21])[N:7]([c:15]2[cH:16][cH:17][cH:18][cH:19][cH:20]2)[c:8]2[c:9]([cH:11][cH:12][cH:13][cH:14]2)[N:10]1[CH2:27][C:28]12[CH2:29][CH:30]3[CH2:31][CH:32]([CH2:33][CH:34]([CH2:35]1)[CH2:36]3)[CH2:37]2. Starting materials: O1CCN(CC1)C1=CC=C(C=C1)C=1C=CC2=C(C=C(CCS2(=O)=O)C(=O)OC)C1 (methyl 7-(4-morpholinophenyl)-1,1-dioxo-2,3-dihydro-1-benzothiepine-4-carboxylate), [OH-].[Na+] (sodium hydroxide), Cl (hydrochloric acid). Run in C(C)O.C1CCOC1 (ethanol THF). Run at time 18 hour. The product is O1CCN(CC1)C1=CC=C(C=C1)C=1C=CC2=C(C=C(CCS2(=O)=O)C(=O)O)C1 (7-(4-morpholinophenyl)-1,1-dioxo-2,3-dihydro-1-benzothiepine-4-carboxylic acid). Yield: 50.6%. As a reaction SMILES: [O:1]1[CH2:6][CH2:5][N:4]([C:7]2[CH:12]=[CH:11][C:10]([C:13]3[CH:14]=[CH:15][C:16]4[S:22](=[O:24])(=[O:23])[CH2:21][CH2:20][C:19]([C:25]([O:27]C)=[O:26])=[CH:18][C:17]=4[CH:29]=3)=[CH:9][CH:8]=2)[CH2:3][CH2:2]1.[OH-].[Na+].Cl>C(O)C.C1COCC1>[O:1]1[CH2:2][CH2:3][N:4]([C:7]2[CH:12]=[CH:11][C:10]([C:13]3[CH:14]=[CH:15][C:16]4[S:22](=[O:24])(=[O:23])[CH2:21][CH2:20][C:19]([C:25]([OH:27])=[O:26])=[CH:18][C:17]=4[CH:29]=3)=[CH:9][CH:8]=2)[CH2:5][CH2:6]1 |f:1.2,4.5|. Procedure: To a solution of methyl 7-(4-morpholinophenyl)-1,1-dioxo-2,3-dihydro-1-benzothiepine-4-carboxylate (550 mg) in ethanol/THF (15 ml/15 ml) was added at room temperature 1N sodium hydroxide solution (1.6 ml), and the mixture was stirred for 18 hours. To the mixture was added 1N hydrochloric acid (1.6 ml), and the mixture was concentrated under reduced pressure. Precipitated crystals were collected by filtration and washed with 2-propanol and diethylether to give yellow crystals of 7-(4-morpholinoph...